This data is from the Open Reaction Database (ORD), a public repository of structured organic reaction records. The task is: describe an organic reaction: reactants, conditions, products, and yield Reactants: CCN=C=O, Nc1cc(S(N)(=O)=O)ccc1Cl, C1CCOC1. The product is CCNC(=O)Nc1cc(S(N)(=O)=O)ccc1Cl. Reaction SMILES: [CH2:13]([CH3:14])[N:15]=[C:16]=[O:17].[NH2:1][c:2]1[cH:3][c:4]([S:9](=[O:10])(=[O:11])[NH2:12])[cH:5][cH:6][c:7]1[Cl:8].[O:18]1[CH2:19][CH2:20][CH2:21][CH2:22]1>>[NH:1]([c:2]1[cH:3][c:4]([S:9](=[O:10])(=[O:11])[NH2:12])[cH:5][cH:6][c:7]1[Cl:8])[C:16]([NH:15][CH2:13][CH3:14])=[O:17]. Starting materials: C(C)(C)(C)OC(N[C@H](C(N[C@H]1CC[C@@H]2CN(C[C@@H]21)CC2=CC=C(C=C2)C(F)(F)F)=O)CCC)=O (tert-Butyl-((S)-1-oxo-1-((3aR,4S,6aS)-2-(4-(trifluoromethyl)benzyl)octahydrocyclopenta[c]pyrrol-4-ylamino)pentan-2-yl)carbamate), C(C1=CC=CC=C1)N1C[C@@H]2[C@H](C1)[C@H](CC2)NC([C@H](CC(C)C)N(C(OC(C)(C)C)=O)C)=O (tert-butyl(S)-1-((3aR,4S,6aS)-2-benzyloctahydrocyclopenta[c]pyrrol-4-ylamino)-4-methyl-1-oxopentan-2-yl(methyl)carbamate). Yields the product FC(C1=CC=C(CN2C[C@@H]3[C@H](C2)[C@H](CC3)NC([C@@H](N)CCC)=O)C=C1)(F)F (N1-{(3aR,4S,6aS)-2-[4-(trifluoromethyl)benzyl]octahydrocyclopenta[c]pyrrol-4-yl}-L-norvalinamide). Reaction SMILES: C(OC(=O)[NH:7][C@@H:8]([CH2:31][CH2:32][CH3:33])[C:9](=[O:30])[NH:10][C@@H:11]1[C@@H:18]2[C@@H:14]([CH2:15][N:16]([CH2:19][C:20]3[CH:25]=[CH:24][C:23]([C:26]([F:29])([F:28])[F:27])=[CH:22][CH:21]=3)[CH2:17]2)[CH2:13][CH2:12]1)(C)(C)C.C(N1C[C@@H]2[C@@H](NC(=O)[C@@H](N(C)C(=O)OC(C)(C)C)CC(C)C)CC[C@@H]2C1)C1C=CC=CC=1>>[F:28][C:26]([F:27])([F:29])[C:23]1[CH:24]=[CH:25][C:20]([CH2:19][N:16]2[CH2:17][C@@H:18]3[C@@H:11]([NH:10][C:9](=[O:30])[C@H:8]([CH2:31][CH2:32][CH3:33])[NH2:7])[CH2:12][CH2:13][C@@H:14]3[CH2:15]2)=[CH:21][CH:22]=1. Procedure details: The title compound was prepared by substituting tert-Butyl-45)-1-oxo-1-((3aR,4S,6aS)-2-(4-(trifluoromethyl)benzyl)octahydrocyclopenta[c]pyrrol-4-ylamino)pentan-2-yl)carbamate from Step B for tert-butyl(S)-1-((3aR,4S,6aS)-2-benzyloctahydrocyclopenta[c]pyrrol-4-ylamino)-4-methyl-1-oxopentan-2-yl(methyl)carbamate in the procedure described in Example 348: 1H NMR (500 MHz, pyridine-d5) δ ppm 8.19-8.22 (m, 1H), 7.64-7.67 (m, 2H), 7.50-7.53 (m, 2H), 4.37-4.43 (m, 1H), 3.53-3.58 (m, 2H), 3.46 (d, J=13.... Starting materials: COC([C@@H](C)NC([C@H](CO)NC(=O)OCC1=CC=CC=C1)=O)=O ((R)-2-((S)-2-benzyloxycarbonylamino-3-hydroxy-propionylamino)-propionic acid methyl ester), C1=CCCCC1 (cyclohexene). Reagents/catalysts: [Pd] (Pd/C). Solvent: CO (MeOH), CO (MeOH). Conditions: time 1 hour. Yields the product OC[C@H]1C(N[C@@H](C(N1)=O)C)=O ((3S,6R)-3-Hydroxymethyl-6-methyl-piperazine-2,5-dione). The yield is 81.5%. Reaction SMILES: CO[C:3](=O)[C@H:4]([NH:6][C:7](=[O:22])[C@@H:8]([NH:11][C:12](OCC1C=CC=CC=1)=[O:13])[CH2:9][OH:10])C.C1CCCCC=1>[Pd].CO>[OH:10][CH2:9][C@@H:8]1[NH:11][C:12](=[O:13])[C@@H:4]([CH3:3])[NH:6][C:7]1=[O:22]. Procedure: To (R)-2-((S)-2-benzyloxycarbonylamino-3-hydroxy-propionylamino)-propionic acid methyl ester (172 g, 0.53 mol) was added 10% Pd/C (8.6 g), MeOH (530 mL) and cyclohexene (344 mL) under nitrogen. The mixture was heated to reflux for 17 h. MeOH (500 mL) was added and the reflux continued for 1 h. The hot reaction mixture was filtered through a pad of celite, cake washing with hot MeOH (2×500 mL). The combined filtrates were concentrated. The resulting solid was slurried in 2-butanone (400 mL) and p... The reactants are NC1CCN(CCc2ccc(F)cc2)C1, O=C(O)Cc1ccccc1-c1ccccn1. Product: O=C(Cc1ccccc1-c1ccccn1)NC1CCN(CCc2ccc(F)cc2)C1. Reaction SMILES: [NH2:17][CH:18]1[CH2:19][N:20]([CH2:23][CH2:24][c:25]2[cH:26][cH:27][c:28]([F:31])[cH:29][cH:30]2)[CH2:21][CH2:22]1.[n:1]1[c:2](-[c:7]2[c:8]([CH2:13][C:14](=[O:15])[OH:16])[cH:9][cH:10][cH:11][cH:12]2)[cH:3][cH:4][cH:5][cH:6]1>>[n:1]1[c:2](-[c:7]2[c:8]([CH2:13][C:14](=[O:16])[NH:17][CH:18]3[CH2:19][N:20]([CH2:23][CH2:24][c:25]4[cH:26][cH:27][c:28]([F:31])[cH:29][cH:30]4)[CH2:21][CH2:22]3)[cH:9][cH:10][cH:11][cH:12]2)[cH:3][cH:4][cH:5][cH:6]1. Starting materials: CC1=C(C(=C2CCC(OC2=C1C)(C)CCCC(C)CCCC(C)CCCC(C)C)C)O (dl-α-tocopherol), C1=CC=CC=C1 (benzene), C(CCC)C=1C=CC(=NC1)C(=O)O (5-butylpicolinic acid), S(=O)(Cl)Cl (thionyl chloride), S(=O)(Cl)Cl (thionyl chloride), C1=CC=CC=C1 (benzene), C1=CC=CC=C1 (benzene). The solvent is N1=CC=CC=C1 (pyridine). Reaction conditions: temperature 0 celsius. Product: CCCCC1=CN=C(C=C1)C(=O)OC2=C(C(=C3C(=C2C)CCC(O3)(C)CCCC(C)CCCC(C)CCCC(C)C)C)C (dl-α-tocopheryl 5-butylpicolinate). Isolated yield 46.6%. As a reaction SMILES: C1C=CC=CC=1.[CH2:7]([C:11]1[CH:12]=[CH:13][C:14]([C:17]([OH:19])=[O:18])=[N:15][CH:16]=1)[CH2:8][CH2:9][CH3:10].S(Cl)(Cl)=O.[CH3:24][C:25]1[C:34]([CH3:35])=[C:33]2[C:28]([CH2:29][CH2:30][C:31]([CH2:37][CH2:38][CH2:39][CH:40]([CH2:42][CH2:43][CH2:44][CH:45]([CH2:47][CH2:48][CH2:49][CH:50]([CH3:52])[CH3:51])[CH3:46])[CH3:41])([CH3:36])[O:32]2)=[C:27]([CH3:53])[C:26]=1O>N1C=CC=CC=1>[CH3:10][CH2:9][CH2:8][CH2:7][C:11]1[CH:12]=[CH:13][C:14]([C:17]([O:19][C:26]2[C:27]([CH3:53])=[C:28]3[CH2:29][CH2:30][C:31]([CH2:37][CH2:38][CH2:39][CH:40]([CH2:42][CH2:43][CH2:44][CH:45]([CH2:47][CH2:48][CH2:49][CH:50]([CH3:52])[CH3:51])[CH3:46])[CH3:41])([CH3:36])[O:32][C:33]3=[C:34]([CH3:35])[C:25]=2[CH3:24])=[O:18])=[N:15][CH:16]=1. Procedure: Ten milliliters of benzene was added to 4.51 g of 5-butylpicolinic acid, and 9 g of thionyl chloride was further added. The mixture was heated under reflux for 22 minutes. The excess of thionyl chloride and benzene were disiled off under reduced pressure, and 10 ml of benzene was added to the residue. The mixture was cooled to 0° C. and stirred. To the solution was added dropwise a solution of 5 g of dl-α-tocopherol in 4.25 ml of pyridine to perform the reaction for 1 hour and 40 minutes. The in... Reactants: C(C1=CC=CC=C1)Br (benzylbromide), C(CCCC#C)(=O)O (Hex-5-ynoic acid), C(C)[Mg]Br (ethylmagnesium bromide), Cl (hydrochloric acid), C(#N)[Cu] (CuCN). Solvent: O1CCCC1 (tetrahydrofuran), O1CCCC1 (tetrahydrofuran). Run at temperature 5 celsius, time 20 minute. The product is C1(=CC=CC=C1)CC#CCCCC(=O)O (7-phenylhept-5-ynoic acid). Reaction SMILES: [C:1]([OH:8])(=[O:7])[CH2:2][CH2:3][CH2:4][C:5]#[CH:6].C([Mg]Br)C.C([Cu])#N.[CH2:16](Br)[C:17]1[CH:22]=[CH:21][CH:20]=[CH:19][CH:18]=1.Cl>O1CCCC1>[C:17]1([CH2:16][C:6]#[C:5][CH2:4][CH2:3][CH2:2][C:1]([OH:8])=[O:7])[CH:22]=[CH:21][CH:20]=[CH:19][CH:18]=1. Procedure details: Hex-5-ynoic acid (0.1 mole) is added to a tetrahydrofuran solution of ethylmagnesium bromide (0.2 mole) maintained at 5° C. When the addition is complete, the solution is warmed to room temperature and CuCN (0.5 g) is added with stirring. After 20 minutes, a solution of benzylbromide (0.05 mole) in tetrahydrofuran is added dropwise over a one-half hour period. The reaction is maintained at room temperature until thin layer chromatography shows completion and then poured onto 1 N hydrochloric aci... Starting materials: COC1(OC)CCN(c2ccc(N3CC(CN=[N+]=[N-])OC3=O)cc2F)CC1F, CCOC(C)=O. The product is COC1(OC)CCN(c2ccc(N3CC(CN)OC3=O)cc2F)CC1F. Reaction SMILES: [CH3:1][O:2][C:3]1([O:27][CH3:28])[CH:4]([F:26])[CH2:5][N:6]([c:9]2[c:10]([F:25])[cH:11][c:12]([N:15]3[C:16](=[O:24])[O:17][CH:18]([CH2:20][N:21]=[N+:22]=[N-:23])[CH2:19]3)[cH:13][cH:14]2)[CH2:7][CH2:8]1.[CH3:29][CH2:30][O:31][C:32](=[O:33])[CH3:34]>>[CH3:1][O:2][C:3]1([O:27][CH3:28])[CH:4]([F:26])[CH2:5][N:6]([c:9]2[c:10]([F:25])[cH:11][c:12]([N:15]3[C:16](=[O:24])[O:17][CH:18]([CH2:20][NH2:21])[CH2:19]3)[cH:13][cH:14]2)[CH2:7][CH2:8]1. Reaction SMILES: [F:1][C:2]1[CH:7]=[C:6]([F:8])[CH:5]=[CH:4][C:3]=1[C@@:9]1([CH2:29][N:30]2[CH:34]=[N:33][CH:32]=[N:31]2)[C@@H:14]([CH3:15])[N:13]([C:16](=[O:27])[C:17]2[CH:22]=[CH:21][C:20]([C:23]([F:26])([F:25])[F:24])=[CH:19][CH:18]=2)[CH2:12][C:11](=O)[O:10]1.[OH-:35].[NH4+:36]>CC(C)=O>[F:1][C:2]1[CH:7]=[C:6]([F:8])[CH:5]=[CH:4][C:3]=1[C@@:9]([OH:10])([CH2:29][N:30]1[CH:34]=[N:33][CH:32]=[N:31]1)[C@H:14]([N:13]([C:16](=[O:27])[C:17]1[CH:18]=[CH:19][C:20]([C:23]([F:25])([F:26])[F:24])=[CH:21][CH:22]=1)[C:12](=[O:35])[CH2:11][NH2:36])[CH3:15] |f:1.2|. Reaction conditions: time 1 hour. Yields the product FC1=C(C=CC(=C1)F)[C@]([C@@H](C)N(C(CN)=O)C(C1=CC=C(C=C1)C(F)(F)F)=O)(CN1N=CN=C1)O ((2R*,3R*)-N-[3-(2,4-Difluorophenyl)-3-hydroxy-4-(1H-1,2,4-triazol-1-yl)-2-butyl]-N-[4-(trifluoromethyl)benzoyl]glycinamide). The yield is 80.0%. Starting materials: FC1=C(C=CC(=C1)F)[C@@]1(OC(CN([C@@H]1C)C(C1=CC=C(C=C1)C(F)(F)F)=O)=O)CN1N=CN=C1 ((5R*,6R*)-6-[2,4-difluorophenyl]-5-methyl-4-[4-(trifluoromethyl)benzoyl]-6-[(1H-1,2,4-triazol-1-yl)methyl]-2-morpholinone), [OH-].[NH4+] (ammonium hydroxide). The solvent is CC(=O)C (acetone). Procedure details: To a solution of (5R*,6R*)-6-[2,4-difluorophenyl]-5-methyl-4-[4-(trifluoromethyl)benzoyl]-6-[(1H-1,2,4-triazol-1-yl)methyl]-2-morpholinone (0.5 g, 1 mmol) (obtained in example 29) in acetone (15 mL) was added dropwise 30% ammonium hydroxide (5 mL) and the mixture was stirred at room temperature during 1 h. The volatiles were removed under reduced pressure and the residue was partitioned between 1N NaHCO3 and chloroform. The organic phase was separated, dried over anhydrous sodium sulfate, the dr...